This data is from the Open Reaction Database (ORD), a public repository of structured organic reaction records. The task is: describe an organic reaction: reactants, conditions, products, and yield The reactants are FC(CC=1C=C(C=CC1)CO)C1=NC(=C(C=C1)C1=C(C=CC(=C1)OC)F)CC(C)(C)C ((3-(2-fluoro-2-(5-(2-fluoro-5-methoxyphenyl)-6-neopentylpyridin-2-yl)ethyl)phenyl)methanol), CC(=O)OI1(C=2C=CC=CC2C(=O)O1)(OC(=O)C)OC(=O)C (Dess-Martin reagent), S(=S)(=O)([O-])[O-].[Na+].[Na+] (sodium thiosulfate). Run in CS(=O)C (DMSO). Conditions: time 20 minute. The product is crude product, FC(CC=1C=C(C=O)C=CC1)C1=NC(=C(C=C1)C1=C(C=CC(=C1)OC)F)CC(C)(C)C (3-(2-fluoro-2-(5-(2-fluoro-5-methoxyphenyl)-6-neopentylpyridin-2-yl)ethyl)benzaldehyde). RXN SMILES: [F:1][CH:2]([C:12]1[CH:17]=[CH:16][C:15]([C:18]2[CH:23]=[C:22]([O:24][CH3:25])[CH:21]=[CH:20][C:19]=2[F:26])=[C:14]([CH2:27][C:28]([CH3:31])([CH3:30])[CH3:29])[N:13]=1)[CH2:3][C:4]1[CH:5]=[C:6]([CH2:10][OH:11])[CH:7]=[CH:8][CH:9]=1.CC(OI1(OC(C)=O)(OC(C)=O)OC(=O)C2C=CC=CC1=2)=O.S([O-])([O-])(=O)=S.[Na+].[Na+]>CS(C)=O>[F:1][CH:2]([C:12]1[CH:17]=[CH:16][C:15]([C:18]2[CH:23]=[C:22]([O:24][CH3:25])[CH:21]=[CH:20][C:19]=2[F:26])=[C:14]([CH2:27][C:28]([CH3:31])([CH3:30])[CH3:29])[N:13]=1)[CH2:3][C:4]1[CH:5]=[C:6]([CH:7]=[CH:8][CH:9]=1)[CH:10]=[O:11] |f:2.3.4|. Procedure details: To a solution of (3-(2-fluoro-2-(5-(2-fluoro-5-methoxyphenyl)-6-neopentylpyridin-2-yl)ethyl)phenyl)methanol (126 mg) in DMSO (1.0 mL) was added a Dess-Martin reagent (188 mg) at room temperature, and the mixture was stirred for 20 min. To the reaction mixture was added aqueous sodium thiosulfate solution at room temperature, and the mixture was extracted with ethyl acetate. The extract was washed with saturated aqueous sodium hydrogen carbonate solution, water and saturated brine, and dried over... Reactants: C(C)(C)(C)OC(=O)NCC1CCN(CC1)CC1=NC=C(C=C1)C(=O)OC (4-ter-Butoxycarbonylaminomethyl-1-(5-methoxycarbonyl-pyrid-2-ylmethyl)-piperidine), C(=O)(C(F)(F)F)O (CF3COOH), ClCl (Cl2). Reaction conditions: temperature 40 celsius. Yields the product FC(C(=O)O)(F)F.NCC1CCN(CC1)CC1=NC=C(C=C1)C(=O)OC (4-Aminomethyl-1-(5-methoxycarbonyl-pyrid-2-ylmethyl)-piperidine Trifluoracetate). As a reaction SMILES: C(OC([NH:8][CH2:9][CH:10]1[CH2:15][CH2:14][N:13]([CH2:16][C:17]2[CH:22]=[CH:21][C:20]([C:23]([O:25][CH3:26])=[O:24])=[CH:19][N:18]=2)[CH2:12][CH2:11]1)=O)(C)(C)C.[C:27]([OH:33])([C:29]([F:32])([F:31])[F:30])=[O:28].ClCl>>[F:30][C:29]([F:32])([F:31])[C:27]([OH:33])=[O:28].[NH2:8][CH2:9][CH:10]1[CH2:15][CH2:14][N:13]([CH2:16][C:17]2[CH:22]=[CH:21][C:20]([C:23]([O:25][CH3:26])=[O:24])=[CH:19][N:18]=2)[CH2:12][CH2:11]1 |f:3.4|. Procedure: A solution containing 1.7 g (0.0046 mole) of the product of example 33, 15 ml of CF3COOH and 15 ml of CH2 Cl2 is heated at 40° C. for 3 hours. The solvent is evaporated off under vacuum, concentrated ammonia is added, and then an extraction with ethyl acetate carried out. The solvent is evaporated off and the named product obtained: M. P. 193-195° C. Starting materials: CC(C)(C)c1cc(C[n+]2ccccc2)cc(C(C)(C)C)c1O, CCO, [Cl-], CCC[N+](=O)[O-], [Na+], [OH-], O. Yields the product CCC(Cc1cc(C(C)(C)C)c(O)c(C(C)(C)C)c1)[N+](=O)[O-]. Reaction SMILES: [C:2]([CH3:3])([CH3:4])([CH3:5])[c:6]1[cH:7][c:8]([CH2:9][n+:10]2[cH:11][cH:12][cH:13][cH:14][cH:15]2)[cH:16][c:17]([C:20]([CH3:21])([CH3:22])[CH3:23])[c:18]1[OH:19].[CH3:33][CH2:34][OH:35].[Cl-:1].[N+:26](=[O:27])([O-:28])[CH2:29][CH2:30][CH3:31].[Na+:25].[OH-:24].[OH2:32]>>[C:2]([CH3:3])([CH3:4])([CH3:5])[c:6]1[cH:7][c:8]([CH2:9][CH:29]([N+:26](=[O:27])[O-:28])[CH2:30][CH3:31])[cH:16][c:17]([C:20]([CH3:21])([CH3:22])[CH3:23])[c:18]1[OH:19]. Starting materials: NC=1C(=C(C(=O)OC)C=CC1)C (methyl 3-amino-2-methylbenzoate), C1CC(=O)N(C1=O)Cl (NCS). Run in CN(C)C=O (DMF). Yields the product NC=1C(=C(C(=O)OC)C(=CC1)Cl)C (methyl 3-amino-6-chloro-2-methylbenzoate). The yield is 40.7%. As a reaction SMILES: [NH2:1][C:2]1[C:3]([CH3:12])=[C:4]([CH:9]=[CH:10][CH:11]=1)[C:5]([O:7][CH3:8])=[O:6].C1C(=O)N([Cl:20])C(=O)C1>CN(C=O)C>[NH2:1][C:2]1[C:3]([CH3:12])=[C:4]([C:9]([Cl:20])=[CH:10][CH:11]=1)[C:5]([O:7][CH3:8])=[O:6]. Reported procedure: This compound was prepared in a manner analogous to Step C, Example 1. Here, 29.9 grams (0.181 mole) of methyl 3-amino-2-methylbenzoate was combined with 27.8 grams (0.208 mole) of NCS in 800 mL of DMF. The reaction product was purified by column chromatography on silica gel using mixtures of EtOAc and hexane as eluants. The fractions containing product were combined and concentrated under reduced pressure, yielding 14.7 grams of subject compound. The NMR spectrum was consistent with the propose... Reactants: CN(C(C(=O)NC1=CC=C(C(=N1)C#C[Si](C(C)C)(C(C)C)C(C)C)B(O)O)C)C(=O)OC(C)(C)C ([6-[2-[methyl-[(2-methylpropan-2-yl)oxycarbonyl]amino]propanoylamino]-2-[2-tri(propan-2-yl)silylethynyl]pyridin-3-yl]boronic acid), IC1=C(N=C2N1C=CC(=C2)C)C2=CC=NC=C2 (3-iodo-7-methyl-2-pyridin-4-ylimidazo[1,2-a]pyridine), C(=O)([O-])[O-].[Na+].[Na+] (Na2CO3), O1CCOCC1 (dioxane). The reagents and catalysts are Cl[Pd]([P](C1=CC=CC=C1)(C2=CC=CC=C2)C3=CC=CC=C3)([P](C4=CC=CC=C4)(C5=CC=CC=C5)C6=CC=CC=C6)Cl (Dichlorobis(triphenylphosphine)palladium(II)). Run in O (water), O (water). Conditions: temperature 70 celsius, time 17 hour. The product is C(C)(C)(C)OC(N(C(C(=O)NC1=NC(=C(C=C1)C1=C(N=C2N1C=CC(=C2)C)C2=CC=NC=C2)C#C[Si](C(C)C)(C(C)C)C(C)C)C)C)=O (tert-butyl-N-methyl-N-[1-[[5-(7-methyl-2-pyridin-4-ylimidazo[1,2-a]pyridin-3-yl)-6-[2-tri(propan-2-yl)silylethynyl]pyridin-2-yl]amino]-1-oxopropan-2-yl]-carbamate). Reaction SMILES: [CH3:1][N:2]([C:29]([O:31][C:32]([CH3:35])([CH3:34])[CH3:33])=[O:30])[CH:3]([CH3:28])[C:4]([NH:6][C:7]1[N:12]=[C:11]([C:13]#[C:14][Si:15]([CH:22]([CH3:24])[CH3:23])([CH:19]([CH3:21])[CH3:20])[CH:16]([CH3:18])[CH3:17])[C:10](B(O)O)=[CH:9][CH:8]=1)=[O:5].I[C:37]1[N:41]2[CH:42]=[CH:43][C:44]([CH3:46])=[CH:45][C:40]2=[N:39][C:38]=1[C:47]1[CH:52]=[CH:51][N:50]=[CH:49][CH:48]=1.C([O-])([O-])=O.[Na+].[Na+].O1CCOCC1>O.Cl[Pd](Cl)([P](C1C=CC=CC=1)(C1C=CC=CC=1)C1C=CC=CC=1)[P](C1C=CC=CC=1)(C1C=CC=CC=1)C1C=CC=CC=1>[C:32]([O:31][C:29](=[O:30])[N:2]([CH3:1])[CH:3]([CH3:28])[C:4]([NH:6][C:7]1[CH:8]=[CH:9][C:10]([C:37]2[N:41]3[CH:42]=[CH:43][C:44]([CH3:46])=[CH:45][C:40]3=[N:39][C:38]=2[C:47]2[CH:52]=[CH:51][N:50]=[CH:49][CH:48]=2)=[C:11]([C:13]#[C:14][Si:15]([CH:19]([CH3:20])[CH3:21])([CH:22]([CH3:23])[CH3:24])[CH:16]([CH3:18])[CH3:17])[N:12]=1)=[O:5])([CH3:34])([CH3:33])[CH3:35] |f:2.3.4,^1:68,87|. Procedure details: A mixture of [6-[2-[methyl-[(2-methylpropan-2-yl)oxycarbonyl]amino]propanoylamino]-2-[2-tri(propan-2-yl)silylethynyl]pyridin-3-yl]boronic acid D1a (1.5 g, 3.0 mmol), 3-iodo-7-methyl-2-pyridin-4-ylimidazo[1,2-a]pyridine Za (1.3 g, 3.9 mmol), Na2CO3 (0.95 g, 8.9 mmol), Dichlorobis(triphenylphosphine)palladium(II) (209 mg, 0.3 mmol), dioxane (30 ml) and water (5 ml) is stirred under argon atmosphere for 17 h at 70° C. The mixture is diluted with water and extracted with DCM. The combined organic la... Starting materials: NC=1C=C(C=CC1)C=1C2=C(N=CN1)NC=C2C(=O)OCC (Ethyl 4-(3-aminophenyl)-7H-pyrrolo[2,3-d]pyrimidine-5-carboxylate), FC(C(=O)O)=C (2-fluoroacrylic acid), C(C)OP(=O)(OCC)ON1N=NC2=C(C1=O)C=CC=C2 (3-[(diethoxyphosphoryl)oxy]-1,2,3-benzotriazin-4(3H)-one), CCN(C(C)C)C(C)C (DIPEA). Solvent: CC(=O)N(C)C (DMA). Reaction conditions: temperature 50 celsius. Product: FC(C(=O)NC=1C=C(C=CC1)C=1C2=C(N=CN1)NC=C2C(=O)OCC)=C (ethyl 4-{3-[(2-fluoroacryloyl)amino]phenyl}-7H-pyrrolo[2,3-d]pyrimidine-5-carboxylate). Reaction SMILES: [NH2:1][C:2]1[CH:3]=[C:4]([C:8]2[C:9]3[C:16]([C:17]([O:19][CH2:20][CH3:21])=[O:18])=[CH:15][NH:14][C:10]=3[N:11]=[CH:12][N:13]=2)[CH:5]=[CH:6][CH:7]=1.[F:22][C:23](=[CH2:27])[C:24](O)=[O:25].C(OP(ON1C(=O)C2C=CC=CC=2N=N1)(OCC)=O)C.CCN(C(C)C)C(C)C>CC(N(C)C)=O>[F:22][C:23](=[CH2:27])[C:24]([NH:1][C:2]1[CH:3]=[C:4]([C:8]2[C:9]3[C:16]([C:17]([O:19][CH2:20][CH3:21])=[O:18])=[CH:15][NH:14][C:10]=3[N:11]=[CH:12][N:13]=2)[CH:5]=[CH:6][CH:7]=1)=[O:25]. Reported procedure: Ethyl 4-(3-aminophenyl)-7H-pyrrolo[2,3-d]pyrimidine-5-carboxylate (0.028 g, 0.10 mmol), 2-fluoroacrylic acid (0.013 g, 0.15 mmol), 3-[(diethoxyphosphoryl)oxy]-1,2,3-benzotriazin-4(3H)-one (0.060 g, 0.20 mmol), and DIPEA (0.070 mL, 0.40 mmol) were suspended in DMA (1.0 mL) in a sealed tube. The reaction mixture was purged with argon and the reaction flask was capped and heated to 50° C. for 12 hours. The completed reaction was passed through a syringe filter, and was directly purified by reverse ... Starting materials: CCCC1=CCC(C)(O)O1, Cc1cc(C(C)(C)C)c(O)c(C(C)(C)C)c1, Cc1ccccc1, CC1(C)C(C=C(Cl)C(F)(F)F)C1C(=O)Cl, c1ccncc1. Yields the product CCCC1=CCC(C)(OC(=O)C2C(C=C(Cl)C(F)(F)F)C2(C)C)O1. Reaction SMILES: [CH2:16]([CH2:17][CH3:18])[C:19]1=[CH:20][CH2:21][C:22]([CH3:23])([OH:25])[O:24]1.[CH3:26][c:27]1[cH:28][c:29]([C:30]([CH3:31])([CH3:32])[CH3:33])[c:34]([OH:35])[c:36]([C:37]([CH3:38])([CH3:39])[CH3:40])[cH:41]1.[CH3:48][c:49]1[cH:50][cH:51][cH:52][cH:53][cH:54]1.[Cl:1][C:2](=[CH:3][CH:4]1[C:5]([CH3:10])([CH3:11])[CH:6]1[C:7](=[O:8])[Cl:9])[C:12]([F:13])([F:14])[F:15].[cH:42]1[cH:43][cH:44][n:45][cH:46][cH:47]1>>[Cl:1][C:2](=[CH:3][CH:4]1[C:5]([CH3:10])([CH3:11])[CH:6]1[C:7](=[O:8])[O:25][C:22]1([CH3:23])[CH2:21][CH:20]=[C:19]([CH2:16][CH2:17][CH3:18])[O:24]1)[C:12]([F:13])([F:14])[F:15].